This data is from the Open Reaction Database (ORD), a public repository of structured organic reaction records. The task is: describe an organic reaction: reactants, conditions, products, and yield Reactants: COC1=NC(=CC(=N1)C(=O)OC)C (methyl 2-methoxy-6-methylpyrimidine-4-carboxylate), [H-].C(C(C)C)[Al+]CC(C)C (diisobutyl aluminum hydride). The solvent is C1(=CC=CC=C1)C (toluene), ClCCl (dichloromethane), C1(=CC=CC=C1)C (toluene). Conditions: time 10 minute. Product: COC1=NC(=CC(=N1)C=O)C (2-methoxy-6-methylpyrimidine-4-carbaldehyde). Reaction SMILES: [CH3:1][O:2][C:3]1[N:8]=[C:7]([C:9](OC)=[O:10])[CH:6]=[C:5]([CH3:13])[N:4]=1.[H-].C([Al+]CC(C)C)C(C)C>C1(C)C=CC=CC=1.ClCCl>[CH3:1][O:2][C:3]1[N:8]=[C:7]([CH:9]=[O:10])[CH:6]=[C:5]([CH3:13])[N:4]=1 |f:1.2|. Procedure: To an cooled solution (−78° C. internal temp) of 0.5 g of methyl 2-methoxy-6-methylpyrimidine-4-carboxylate in 15 mL of toluene and 15 mL of dichloromethane was added 6 mL of 1 M diisobutyl aluminum hydride in toluene. After stirring 10 min the reaction was quenched with 5 mL of water, allowed to warm to room temperature and dried with 5 g of MgSO4. Concentration of the filtrate under reduced pressure gave the product as an resin and was used without further purification: MS (m+1)=153.1 and 171.... The reactants are CSc1ccc(S)cc1, [Cu], COc1ccc(C(=O)O)c(I)c1, [K+], [OH-], O. The product is COc1ccc(C(=O)O)c(Sc2ccc(SC)cc2)c1. Reaction SMILES: [CH3:3][S:4][c:5]1[cH:6][cH:7][c:8]([SH:11])[cH:9][cH:10]1.[Cu:25].[I:12][c:13]1[c:14]([C:15](=[O:16])[OH:17])[cH:18][cH:19][c:20]([O:22][CH3:23])[cH:21]1.[K+:2].[OH-:1].[OH2:24]>>[CH3:3][S:4][c:5]1[cH:6][cH:7][c:8]([S:11][c:13]2[c:14]([C:15](=[O:16])[OH:17])[cH:18][cH:19][c:20]([O:22][CH3:23])[cH:21]2)[cH:9][cH:10]1.